Dataset: the Open Reaction Database (ORD), a public repository of structured organic reaction records. Task: describe an organic reaction: reactants, conditions, products, and yield Starting materials: CC(OCC1(c2ccc(F)cc2)CCNCC1)c1cc(Br)cc2c(Br)n[nH]c12, [BH3-]C#N, CC(=O)O, CC#N, [Na+], O. The product is CC(OCC1(c2ccc(F)cc2)CCN(C)CC1)c1cc(Br)cc2c(Br)n[nH]c12. RXN SMILES: [Br:1][c:2]1[n:3][nH:4][c:5]2[c:6]([CH:12]([CH3:13])[O:14][CH2:15][C:16]3([c:22]4[cH:23][cH:24][c:25]([F:28])[cH:26][cH:27]4)[CH2:17][CH2:18][NH:19][CH2:20][CH2:21]3)[cH:7][c:8]([Br:11])[cH:9][c:10]12.[C:29]([BH3-:30])#[N:31].[CH3:33][C:34](=[O:35])[OH:36].[CH3:38][C:39]#[N:40].[Na+:32].[OH2:37]>>[Br:1][c:2]1[n:3][nH:4][c:5]2[c:6]([CH:12]([CH3:13])[O:14][CH2:15][C:16]3([c:22]4[cH:23][cH:24][c:25]([F:28])[cH:26][cH:27]4)[CH2:17][CH2:18][N:19]([CH3:29])[CH2:20][CH2:21]3)[cH:7][c:8]([Br:11])[cH:9][c:10]12. The reactants are BrC=1C2CCC(C(C1)(Br)Br)C2 (2,4,4-tribromobicyclo[3.2.1]oct-2-ene), C(C)#N (acetonitrile), S(O)(O)(=O)=O (sulfuric acid), [OH-].[Na+] (sodium hydroxide). Run in ClC1=CC=CC=C1 (chlorobenzene). Reaction conditions: time 50 minute. The product is BrC1=CC(C2CCC1C2)=O (4-bromo-bicyclo[3.2.1]oct-3-en-2-one). Yield: 6.3%. Reaction SMILES: [Br:1][C:2]1[CH:3]2[CH2:11][CH:6]([C:7](Br)(Br)[CH:8]=1)[CH2:5][CH2:4]2.C(#N)C.S(=O)(=O)(O)[OH:16].[OH-].[Na+]>ClC1C=CC=CC=1>[Br:1][C:2]1[CH:3]2[CH2:11][CH:6]([CH2:5][CH2:4]2)[C:7](=[O:16])[CH:8]=1 |f:3.4|. Procedure details: To a solution of 89.9 g (7.9% w/w, 100%=7.1 g, 20.6 mmol) of 2,4,4-tribromobicyclo[3.2.1]oct-2-ene in chlorobenzene there are added 100 ml of acetonitrile and 100 ml of 10% sulfuric acid and stirring is carried out for 50 minutes at ambient temperature. The pH is then adjusted to 7 using aqueous sodium hydroxide solution and the aqueous phase is separated off. The organic phase is washed with 50 ml of water and then dried using magnesium sulfate. After filtration and removal of the acetonitrile ... Reactants: ClC1=C(CC#N)C=CC(=C1)Cl (2,4-dichlorobenzyl cyanide), Cl.ClCCCN1CCCCC1 (1-(3-chloropropyl)piperidine hydrochloride), [OH-].[Na+] (sodium hydroxide). The solvent is CS(=O)C (DMSO). The product is ClC1=C(C=CC(=C1)Cl)C(C#N)CCCN1CCCCC1 (2-(2,4-Dichlorophenyl)-5-(1-piperidinyl)valeronitrile). Reaction SMILES: [Cl:1][C:2]1[CH:10]=[C:9]([Cl:11])[CH:8]=[CH:7][C:3]=1[CH2:4][C:5]#[N:6].Cl.Cl[CH2:14][CH2:15][CH2:16][N:17]1[CH2:22][CH2:21][CH2:20][CH2:19][CH2:18]1.[OH-].[Na+]>CS(C)=O>[Cl:1][C:2]1[CH:10]=[C:9]([Cl:11])[CH:8]=[CH:7][C:3]=1[CH:4]([CH2:14][CH2:15][CH2:16][N:17]1[CH2:22][CH2:21][CH2:20][CH2:19][CH2:18]1)[C:5]#[N:6] |f:1.2,3.4|. Procedure: This intermediate (10 g.) was prepared using the procedure described in Example 14a except using 10.0 g. (0.054 mole) of 2,4-dichlorobenzyl cyanide, 11.0 g. (0.054 mole) of 1-(3-chloropropyl)piperidine hydrochloride, 11.0 g. (0.135 mole) of 50% aqueous sodium hydroxide, and 50 ml. of DMSO. Run at time 5 minute. The reactants are ClC1=CC2=C(NC(=N2)CC(F)(F)F)C=C1Cl (5,6-dichloro-2-(2,2,2-trifluoro-ethyl)-1H-benzimidazole), [H-].[Na+] (sodium hydride), BrCC(=O)C1=CC=C(C=C1)[N+](=O)[O-] (2-bromo-4′nitroacetophenone). Product: ClC1=CC2=C(N(C(=N2)CC(F)(F)F)CC(=O)C2=CC=C(C=C2)[N+](=O)[O-])C=C1Cl (2-[5,6-Dichloro-2-(2,2,2-trifluoro-ethyl)-benzoimidazol-1-yl]-1-(4-nitro-phenyl)-ethanone). Procedure details: To 5,6-dichloro-2-(2,2,2-trifluoro-ethyl)-1H-benzimidazole (304 mg) in DMF (5 mL) was added sodium hydride (68 mg of 60% in oil dispersion). The resulting mixture was stirred at room temperature for 5 min. To the dark green solution was added 2-bromo-4′nitroacetophenone (348 mg) and the resulting mixture was stirred at room temperature overnight. The reaction mixture was quenched with water, extracted with EtOAc, and dried over Na2SO4. The crude product was purified by silica gel chromatography ... As a reaction SMILES: [Cl:1][C:2]1[C:15]([Cl:16])=[CH:14][C:5]2[NH:6][C:7]([CH2:9][C:10]([F:13])([F:12])[F:11])=[N:8][C:4]=2[CH:3]=1.[H-].[Na+].Br[CH2:20][C:21]([C:23]1[CH:28]=[CH:27][C:26]([N+:29]([O-:31])=[O:30])=[CH:25][CH:24]=1)=[O:22]>CN(C=O)C>[Cl:16][C:15]1[C:2]([Cl:1])=[CH:3][C:4]2[N:8]([CH2:20][C:21]([C:23]3[CH:24]=[CH:25][C:26]([N+:29]([O-:31])=[O:30])=[CH:27][CH:28]=3)=[O:22])[C:7]([CH2:9][C:10]([F:12])([F:13])[F:11])=[N:6][C:5]=2[CH:14]=1 |f:1.2|. Solvent: CN(C)C=O (DMF). Reactants: CCC(Oc1ccc2c(-c3ccc(Cl)cc3)noc2c1Cl)C(=O)[O-], Cl, O. Yields the product O=C(O)COc1ccc2c(-c3ccc(Cl)cc3)noc2c1Cl. Reaction SMILES: [CH2:1]([CH3:2])[CH:3]([C:4](=[O:5])[O-:6])[O:7][c:8]1[c:9]([Cl:24])[c:10]2[c:11]([c:12](-[c:15]3[cH:16][cH:17][c:18]([Cl:21])[cH:19][cH:20]3)[n:13][o:14]2)[cH:22][cH:23]1.[ClH:25].[OH2:26]>>[CH2:3]([C:4](=[O:5])[OH:6])[O:7][c:8]1[c:9]([Cl:24])[c:10]2[c:11]([c:12](-[c:15]3[cH:16][cH:17][c:18]([Cl:21])[cH:19][cH:20]3)[n:13][o:14]2)[cH:22][cH:23]1. Starting materials: CCO, CC(C)(C)c1cc(C(=O)Nc2ccc([N+](=O)[O-])cc2)cc(C(C)(C)C)c1O, ClCCl, [H][H]. The product is CC(C)(C)c1cc(C(=O)Nc2ccc(N)cc2)cc(C(C)(C)C)c1O. RXN SMILES: [CH2:33]([OH:34])[CH3:35].[CH3:1][C:2]([CH3:3])([CH3:4])[c:5]1[cH:6][c:7]([C:8](=[O:9])[NH:10][c:11]2[cH:12][cH:13][c:14]([N+:17]([O-:18])=[O:19])[cH:15][cH:16]2)[cH:20][c:21]([C:24]([CH3:25])([CH3:26])[CH3:27])[c:22]1[OH:23].[Cl:30][CH2:31][Cl:32].[H:28][H:29]>>[CH3:1][C:2]([CH3:3])([CH3:4])[c:5]1[cH:6][c:7]([C:8](=[O:9])[NH:10][c:11]2[cH:12][cH:13][c:14]([NH2:17])[cH:15][cH:16]2)[cH:20][c:21]([C:24]([CH3:25])([CH3:26])[CH3:27])[c:22]1[OH:23]. The reactants are CCOC(=O)c1ccc(B(O)O)cc1, CCOC(C)=O, COc1ccc(C(C)C(O)(c2ccnc(I)c2)C(F)(F)F)c(Cl)c1, C1COCCO1, O. Product: CCOC(=O)c1ccc(-c2cc(C(O)(C(C)c3ccc(OC)cc3Cl)C(F)(F)F)ccn2)cc1. Reaction SMILES: [CH2:25]([CH3:26])[O:27][C:28](=[O:29])[c:30]1[cH:31][cH:32][c:33]([B:36]([OH:37])[OH:38])[cH:34][cH:35]1.[CH3:46][CH2:47][O:48][C:49](=[O:50])[CH3:51].[Cl:1][c:2]1[c:3]([CH:10]([C:11]([C:12]([F:13])([F:14])[F:15])([OH:16])[c:17]2[cH:18][c:19]([I:23])[n:20][cH:21][cH:22]2)[CH3:24])[cH:4][cH:5][c:6]([O:8][CH3:9])[cH:7]1.[O:40]1[CH2:41][CH2:42][O:43][CH2:44][CH2:45]1.[OH2:39]>>[Cl:1][c:2]1[c:3]([CH:10]([C:11]([C:12]([F:13])([F:14])[F:15])([OH:16])[c:17]2[cH:18][c:19](-[c:33]3[cH:32][cH:31][c:30]([C:28]([O:27][CH2:25][CH3:26])=[O:29])[cH:35][cH:34]3)[n:20][cH:21][cH:22]2)[CH3:24])[cH:4][cH:5][c:6]([O:8][CH3:9])[cH:7]1.